From a dataset of the Open Reaction Database (ORD), a public repository of structured organic reaction records. describe an organic reaction: reactants, conditions, products, and yield Starting materials: [Br-], CC(=O)c1ccc2c(c1)C(C)(C)CCS2, C1CCOC1, C=C[Mg+], C=CBr, [Cl-], [Mg], [NH4+]. Product: C=CC(C)(O)c1ccc2c(c1)C(C)(C)CCS2. Reaction SMILES: [Br-:1].[C:9]([CH3:10])(=[O:11])[c:12]1[cH:13][c:14]2[c:19]([cH:20][cH:21]1)[S:18][CH2:17][CH2:16][C:15]2([CH3:22])[CH3:23].[CH2:26]1[O:27][CH2:28][CH2:29][CH2:30]1.[CH:2](=[CH2:3])[Mg+:4].[CH:5]([Br:6])=[CH2:7].[Cl-:24].[Mg:8].[NH4+:25]>>[CH:2](=[CH2:3])[C:9]([CH3:10])([OH:11])[c:12]1[cH:13][c:14]2[c:19]([cH:20][cH:21]1)[S:18][CH2:17][CH2:16][C:15]2([CH3:22])[CH3:23]. The product is C(C)(C)(C)C1=CC(=CC2=C1OCC2(C)C)C(CC(C)(C)Cl)=O (1-(7-tert-butyl-3,3-dimethyl-2,3-dihydrobenzo[b]furan-5-yl)-3-chloro-3-methylbutan-1-one). Procedure details: A solution of 1-(7-tert-butyl-3,3-dimethyl-2,3-dihydrobenzo[b]furan-5-yl)-3-methyl-2-buten-1-one (Example 12) (2.0 g, 6.2 mmol) in HCl-saturated Et2O (30 mL) is stirred at 25° C. overnight. The solution is treated with H2O (20 mL), and partitioned against CH2Cl2 (3×20 mL). The combined organic layers are dried (MgSO4), filtered, and evaporated to a cream-colored solid which is crystallized from hexane to give 1-(7-tert-butyl-3,3-dimethyl-2,3-dihydrobenzo[b]furan-5-yl)-3-chloro-3-methylbutan-1-on... Starting materials: C(C)(C)(C)C1=CC(=CC2=C1OCC2(C)C)C(C=C(C)C)=O (1-(7-tert-butyl-3,3-dimethyl-2,3-dihydrobenzo[b]furan-5-yl)-3-methyl-2-buten-1-one), Cl (HCl), O (H2O). RXN SMILES: [C:1]([C:5]1[C:10]2[O:11][CH2:12][C:13]([CH3:15])([CH3:14])[C:9]=2[CH:8]=[C:7]([C:16](=[O:21])[CH:17]=[C:18]([CH3:20])[CH3:19])[CH:6]=1)([CH3:4])([CH3:3])[CH3:2].O.[ClH:23]>>[C:1]([C:5]1[C:10]2[O:11][CH2:12][C:13]([CH3:14])([CH3:15])[C:9]=2[CH:8]=[C:7]([C:16](=[O:21])[CH2:17][C:18]([Cl:23])([CH3:20])[CH3:19])[CH:6]=1)([CH3:4])([CH3:3])[CH3:2]. Starting materials: FC1=CC2=C(C(=NO2)C2CCN(CC2)CCCOC=2C=C(C=CC2)NC(C)=O)C=C1 (N-[3-[3-[4-(6-fluoro-1,2-benzisoxazol-3-yl)-1-piperidiny]propoxyl]phenyl]acetamide), [OH-].[Na+] (NaOH). Solvent: Cl (hydrochloric acid). Conditions: temperature 100 celsius. Product: FC1=CC2=C(C(=NO2)C2CCN(CC2)CCCOC=2C=C(N)C=CC2)C=C1 (3-[3-[4-(6-fluoro-1,2-benzisoxazol-3-yl)-1-piperidinyl]propoxy]-aniline). As a reaction SMILES: [F:1][C:2]1[CH:30]=[CH:29][C:5]2[C:6]([CH:9]3[CH2:14][CH2:13][N:12]([CH2:15][CH2:16][CH2:17][O:18][C:19]4[CH:20]=[C:21]([NH:25]C(=O)C)[CH:22]=[CH:23][CH:24]=4)[CH2:11][CH2:10]3)=[N:7][O:8][C:4]=2[CH:3]=1.[OH-].[Na+]>Cl>[F:1][C:2]1[CH:30]=[CH:29][C:5]2[C:6]([CH:9]3[CH2:14][CH2:13][N:12]([CH2:15][CH2:16][CH2:17][O:18][C:19]4[CH:20]=[C:21]([CH:22]=[CH:23][CH:24]=4)[NH2:25])[CH2:11][CH2:10]3)=[N:7][O:8][C:4]=2[CH:3]=1 |f:1.2|. Reported procedure: A stirred mixture of N-[3-[3-[4-(6-fluoro-1,2-benzisoxazol-3-yl)-1-piperidiny]propoxyl]phenyl]acetamide (9.2 g, 22 mmol), prepared as described in the previous example, in 15% hydrochloric acid (110 ml) was heated at 100° C. for 2.5 hours until a homogeneous solution resulted. The reaction was cooled to 0° C. in an ice bath and basified with 50% NaOH. The product was extracted with ethyl acetate (3×200 ml). The ethyl acetate solution was washed with water, brine, then dried over Na2SO4. The solv...